describe an organic reaction: reactants, conditions, products, and yield From a dataset of the Open Reaction Database (ORD), a public repository of structured organic reaction records. Starting materials: C1COCCN1, COC(C)[Si](C)(C)C, Cc1ccc(F)cc1C1N(CCCCl)C(=O)CC(c2cccc(Cl)c2)C12C(=O)Nc1cc(Cl)ccc12. Product: Cc1ccc(F)cc1C1N(CCCN2CCOCC2)C(=O)CC(c2cccc(Cl)c2)C12C(=O)Nc1cc(Cl)ccc12. Reaction SMILES: [CH2:45]1[CH2:46][O:47][CH2:48][CH2:49][NH:50]1.[CH3:1][O:2][CH:3]([Si:4]([CH3:5])([CH3:6])[CH3:7])[CH3:8].[Cl:9][c:10]1[cH:11][cH:12][c:13]2[c:17]([cH:18]1)[NH:16][C:15](=[O:19])[C:14]21[CH:20]([c:37]2[c:38]([CH3:44])[cH:39][cH:40][c:41]([F:43])[cH:42]2)[N:21]([CH2:33][CH2:34][CH2:35][Cl:36])[C:22](=[O:32])[CH2:23][CH:24]1[c:25]1[cH:26][c:27]([Cl:31])[cH:28][cH:29][cH:30]1>>[Cl:9][c:10]1[cH:11][cH:12][c:13]2[c:17]([cH:18]1)[NH:16][C:15](=[O:19])[C:14]21[CH:20]([c:37]2[c:38]([CH3:44])[cH:39][cH:40][c:41]([F:43])[cH:42]2)[N:21]([CH2:33][CH2:34][CH2:35][N:50]2[CH2:45][CH2:46][O:47][CH2:48][CH2:49]2)[C:22](=[O:32])[CH2:23][CH:24]1[c:25]1[cH:26][c:27]([Cl:31])[cH:28][cH:29][cH:30]1. Starting materials: C1COC2(CCN(CC2)C2=C(C=CC=C2)[N+](=O)[O-])O1 (N-(2-Nitrophenyl)-4-piperidone ethylene ketal), Cl (HCl). The solvent is CCOCC (ether). Conditions: time 5 day. The product is [N+](=O)([O-])C1=C(C=CC=C1)N1CCC(CC1)=O (N-(2-Nitrophenyl)-4-piperidone). As a reaction SMILES: C1O[C:4]2([CH2:9][CH2:8][N:7]([C:10]3[CH:15]=[CH:14][CH:13]=[CH:12][C:11]=3[N+:16]([O-:18])=[O:17])[CH2:6][CH2:5]2)[O:3]C1.Cl>CCOCC>[N+:16]([C:11]1[CH:12]=[CH:13][CH:14]=[CH:15][C:10]=1[N:7]1[CH2:8][CH2:9][C:4](=[O:3])[CH2:5][CH2:6]1)([O-:18])=[O:17]. Reported procedure: A solution of 7 (7.44 g, 28.1 mmol) in ether (300 mL) was treated with 5% aqueous HCl (150 mL). The mixture was stirred at room temperature (5 d). The reaction was quenched with solid sodium bicarbonate. The aqueous layer was extracted with three additional portions of ether and the combined organic extracts were washed with brine, dried over Na2SO4, and concentrated under reduced pressure. Flash chromatography on silica gel (20% ethyl acetate/hexane) afforded the title compound (8). The reactants are BrC1=CC=CC2=C1C(C=1C(=NC=C(C1)C1=CC=CC=C1)C=C2)=O (6-bromo-3-phenyl-5H-benzo[4,5]cyclohepta[1,2-b]pyridin-5-one), C[S-].[Na+] (sodium thiomethoxide). The reagents and catalysts are [Cu]Br (copper (I) bromide). Conditions: temperature 140 celsius, time 72 hour. Yields the product CSC1=CC=CC2=C1C(C=1C(=NC=C(C1)C1=CC=CC=C1)C=C2)=O (6-(methylthio)-3-phenyl-5H-benzo[4,5]cyclohepta[1,2-b]pyridin-5-one). RXN SMILES: Br[C:2]1[C:7]2[C:8](=[O:23])[C:9]3[C:10]([CH:21]=[CH:22][C:6]=2[CH:5]=[CH:4][CH:3]=1)=[N:11][CH:12]=[C:13]([C:15]1[CH:20]=[CH:19][CH:18]=[CH:17][CH:16]=1)[CH:14]=3.[CH3:24][S-:25].[Na+]>[Cu]Br>[CH3:24][S:25][C:2]1[C:7]2[C:8](=[O:23])[C:9]3[C:10]([CH:21]=[CH:22][C:6]=2[CH:5]=[CH:4][CH:3]=1)=[N:11][CH:12]=[C:13]([C:15]1[CH:20]=[CH:19][CH:18]=[CH:17][CH:16]=1)[CH:14]=3 |f:1.2|. Procedure: 6-bromo-3-phenyl-5H-benzo[4,5]cyclohepta[1,2-b]pyridin-5-one (15 mg, 0.04 mmol), sodium thiomethoxide (15 mg, 0.21 mmol) and copper (I) bromide (23 mg, 0.10 mmol) were combined in a dry flask. The flask was purged with argon and 0.5 mL of N,N-dimethylformamide were added. The solution was stirred and heated to 140° C. After 72 h, the reaction mixture was cooled to room temperature, diluted with EtOAc and washed with 5% HCl, brine and water. The organic layer was dried over sodium sulfate, filter... Reactants: COCCC1CNCCN1, CS(C)=O, Cc1ccccc1, CCOC(C)=O, NC1=Nc2ccccc2Nc2sccc21. Product: COCCC1CN(C2=Nc3ccccc3Nc3sccc32)CCN1. As a reaction SMILES: [CH3:16][O:17][CH2:18][CH2:19][CH:20]1[NH:21][CH2:22][CH2:23][NH:24][CH2:25]1.[CH3:26][S:27]([CH3:28])=[O:29].[CH3:30][c:31]1[cH:32][cH:33][cH:34][cH:35][cH:36]1.[CH3:37][CH2:38][O:39][C:40](=[O:41])[CH3:42].[cH:1]1[cH:2][s:3][c:4]2[c:10]1[C:9]([NH2:11])=[N:8][c:7]1[c:6]([cH:15][cH:14][cH:13][cH:12]1)[NH:5]2>>[cH:1]1[cH:2][s:3][c:4]2[c:10]1[C:9]([N:11]1[CH2:23][CH2:22][NH:21][CH:20]([CH2:19][CH2:18][O:17][CH3:16])[CH2:25]1)=[N:8][c:7]1[c:6]([cH:15][cH:14][cH:13][cH:12]1)[NH:5]2. As a reaction SMILES: [CH3:1][CH2:2][CH:3]([C:4](=[O:5])[OH:6])[OH:7].[o:8]1[c:9]([N:17]([CH2:18][CH2:19][CH2:20][O:21][c:22]2[cH:23][cH:24][c:25]([O:28][CH3:29])[cH:26][cH:27]2)[CH2:30][c:31]2[cH:32][c:33]([O:34][CH:35]([C:36](=[O:37])[O:38][CH2:39][c:40]3[cH:41][cH:42][cH:43][cH:44][cH:45]3)[CH2:46][CH3:47])[cH:48][cH:49][cH:50]2)[n:10][c:11]2[c:12]1[cH:13][cH:14][cH:15][cH:16]2>>[o:8]1[c:9]([N:17]([CH2:18][CH2:19][CH2:20][O:21][c:22]2[cH:23][cH:24][c:25]([O:28][CH3:29])[cH:26][cH:27]2)[CH2:30][c:31]2[cH:32][c:33]([O:34][CH:35]([C:36](=[O:37])[OH:38])[CH2:46][CH3:47])[cH:48][cH:49][cH:50]2)[n:10][c:11]2[c:12]1[cH:13][cH:14][cH:15][cH:16]2. The reactants are CCC(O)C(=O)O, CCC(Oc1cccc(CN(CCCOc2ccc(OC)cc2)c2nc3ccccc3o2)c1)C(=O)OCc1ccccc1. Product: CCC(Oc1cccc(CN(CCCOc2ccc(OC)cc2)c2nc3ccccc3o2)c1)C(=O)O.